This data is from the Open Reaction Database (ORD), a public repository of structured organic reaction records. The task is: describe an organic reaction: reactants, conditions, products, and yield The reactants are C1(CCCCC1)NC1=CC=C(C=C1)N=O (N-cyclohexyl-4-nitrosoaniline), [OH-].[Na+] (NaOH), C(CCCCC)O (n-hexanol), nitroso. Run at temperature 95 celsius. Product: C1(CCCCC1)NC1=CC=C(C=C1)N (N-cyclohexyl-p-phenylenediamine). As a reaction SMILES: [CH:1]1([NH:7][C:8]2[CH:13]=[CH:12][C:11]([N:14]=O)=[CH:10][CH:9]=2)[CH2:6][CH2:5][CH2:4][CH2:3][CH2:2]1.[OH-].[Na+].C(O)CCCCC>>[CH:1]1([NH:7][C:8]2[CH:9]=[CH:10][C:11]([NH2:14])=[CH:12][CH:13]=2)[CH2:2][CH2:3][CH2:4][CH2:5][CH2:6]1 |f:1.2|. Procedure: 51.0 g (0.25 mole) N-cyclohexyl-4-nitrosoaniline, 20.0 g (50%) NaOH and 135 g n-hexanol were charged to a 0.5 liter three-necked round bottom flask equipped with stirrer, condenser and thermometer, and heated while stirring to 95° C. until the development of an exotherm was observed. Heating was discontinued, the reaction temperature continued to rise to 115° C. and then dropped, within 10 minutes, to 100° C. With the application of heat, a temperature of 90°-95° C. was maintained for 30 minutes... The reactants are C(=O)[O-].[NH4+] (ammonium formate), C(=O)O (formic acid), C1(=CC=CC=C1)C(N1CC(C1)N1C[C@H]2COCC(N2CC1)=O)C1=CC=CC=C1 ((9aS)-8-[1-(Diphenylmethyl)azetidin-3-yl]hexahydropyrazino-[2,1-c][1,4]oxazin-4(3H)-one). Reagents/catalysts: [Pd] (palladium on carbon). Solvent: C(C)O (ethanol), C(C)O (ethanol). Conditions: temperature 120 celsius. Product: N1CC(C1)N1C[C@H]2COCC(N2CC1)=O ((9aS)-8-Azetidin-3-ylhexahydropyrazino[2,1-c][1,4]oxazin-4(3H)-one). Reaction SMILES: C1(C(C2C=CC=CC=2)[N:8]2[CH2:11][CH:10]([N:12]3[CH2:21][CH2:20][N:19]4[C@H:14]([CH2:15][O:16][CH2:17][C:18]4=[O:22])[CH2:13]3)[CH2:9]2)C=CC=CC=1.C(O)=O.C([O-])=O.[NH4+]>C(O)C.[Pd]>[NH:8]1[CH2:11][CH:10]([N:12]2[CH2:21][CH2:20][N:19]3[C@H:14]([CH2:15][O:16][CH2:17][C:18]3=[O:22])[CH2:13]2)[CH2:9]1 |f:2.3|. Reported procedure: (9aS)-8-[1-(Diphenylmethyl)azetidin-3-yl]hexahydropyrazino-[2,1-c][1,4]oxazin-4(3H)-one (85 mg, 0.22 mmol) was dissolved in ethanol (18 mL). The solution was transferred to a 25 mL vial, which contained ethanol (2 mL), 10% palladium on carbon (0.1 g), formic acid (0.1 g, 2.2 mmol) and ammonium formate (0.2 g, 3.17 mmol). The mixture was heated for 5 min at 120° C. using microwave single node heating. The catalyst was filtered off and the solution of crude (9aS)-8-azetidin-3-ylhexahydropyrazino[2... The reactants are Cc1cc2nc3c(=O)[nH]c(=O)nc-3n(CC(O)C(O)C(O)CO)c2cc1C, [Cu+2], [Cu], O=C(O)c1cc(SSc2ccc([N+](=O)[O-])c(C(=O)O)c2)ccc1[N+](=O)[O-], CC(C)(COP(=O)(O)OP(=O)(O)OCC1OC(n2cnc3c(N)ncnc32)C(O)C1OP(=O)(O)O)C(O)C(=O)NCCC(=O)NCCSNC(CCC(=O)NC(CS)C(=O)NCC(=O)O)C(=O)O, O, O, O, O, O, O=S(=O)([O-])[O-], O=S(=O)(F)Cc1ccccc1. Product: CC(C)(COP(=O)(O)OP(=O)(O)OCC1OC(n2cnc3c(N)ncnc32)C(O)C1OP(=O)(O)O)C(O)C(=O)NCCC(=O)NCCS. Reaction SMILES: [CH3:1][c:2]1[c:3]([CH3:4])[cH:5][c:6]2[c:7]([n:8][c:9]3[c:10](=[O:11])[nH:12][c:13](=[O:14])[n:15][c:16]-3[n:17]2[CH2:18][CH:19]([CH:20]([CH:21]([CH2:22][OH:23])[OH:24])[OH:25])[OH:26])[cH:27]1.[Cu+2:143].[Cu:144].[N+:96]([c:97]1[cH:98][cH:99][c:100]([S:101][S:102][c:103]2[cH:104][cH:105][c:106]([N+:107]([O-:108])=[O:109])[c:110]([C:112]([OH:113])=[O:114])[cH:111]2)[cH:115][c:116]1[C:117]([OH:118])=[O:119])([O-:120])=[O:121].[NH:28]([CH:29]([CH2:30][CH2:31][C:32]([NH:33][CH:34]([C:35]([NH:36][CH2:37][C:38]([OH:39])=[O:40])=[O:41])[CH2:42][SH:43])=[O:44])[C:45]([OH:46])=[O:47])[S:48][CH2:49][CH2:50][NH:51][C:52]([CH2:53][CH2:54][NH:55][C:56]([CH:57]([C:58]([CH2:59][O:60][P:61]([O:62][P:63]([O:64][CH2:65][CH:66]1[CH:67]([O:82][P:83](=[O:84])([OH:85])[OH:86])[CH:68]([OH:81])[CH:69]([n:71]2[cH:72][n:73][c:74]3[c:75]([NH2:76])[n:77][cH:78][n:79][c:80]23)[O:70]1)(=[O:87])[OH:88])(=[O:89])[OH:90])([CH3:91])[CH3:92])[OH:93])=[O:94])=[O:95].[OH2:133].[OH2:134].[OH2:135].[OH2:136].[OH2:137].[S:138]([O-:139])([O-:140])(=[O:141])=[O:142].[c:122]1([CH2:123][S:124]([F:125])(=[O:126])=[O:127])[cH:128][cH:129][cH:130][cH:131][cH:132]1>>[SH:48][CH2:49][CH2:50][NH:51][C:52]([CH2:53][CH2:54][NH:55][C:56]([CH:57]([C:58]([CH2:59][O:60][P:61]([O:62][P:63]([O:64][CH2:65][CH:66]1[CH:67]([O:82][P:83](=[O:84])([OH:85])[OH:86])[CH:68]([OH:81])[CH:69]([n:71]2[cH:72][n:73][c:74]3[c:75]([NH2:76])[n:77][cH:78][n:79][c:80]23)[O:70]1)(=[O:87])[OH:88])(=[O:89])[OH:90])([CH3:91])[CH3:92])[OH:93])=[O:94])=[O:95]. Starting materials: NCCCN, CC(C)O, COC1CCCCC1=O, [H][H], [K+], [OH-]. Product: COC1CCCCC1O. As a reaction SMILES: [CH2:3]([NH2:4])[CH2:5][CH2:6][NH2:7].[CH3:19][CH:20]([OH:21])[CH3:22].[CH3:8][O:9][CH:10]1[C:11](=[O:16])[CH2:12][CH2:13][CH2:14][CH2:15]1.[H:17][H:18].[K+:2].[OH-:1]>>[CH3:8][O:9][CH:10]1[CH:11]([OH:16])[CH2:12][CH2:13][CH2:14][CH2:15]1. Reactants: C1CCNCC1, CN(C)C=O, CSc1ccc(CN2CCC(CNC(=O)CNC(=O)OCC3c4ccccc4-c4ccccc43)CC2)cc1. Yields the product CSc1ccc(CN2CCC(CNC(=O)CN)CC2)cc1. As a reaction SMILES: [CH2:39]1[CH2:40][CH2:41][NH:42][CH2:43][CH2:44]1.[O:45]=[CH:46][N:47]([CH3:48])[CH3:49].[cH:1]1[c:2]2[c:14]([cH:15][cH:16][cH:17]1)-[c:9]1[c:8]([cH:13][cH:12][cH:11][cH:10]1)[CH:3]2[CH2:4][O:5][C:6](=[O:7])[NH:18][CH2:19][C:20](=[O:21])[NH:22][CH2:23][CH:24]1[CH2:25][CH2:26][N:27]([CH2:30][c:31]2[cH:32][cH:33][c:34]([S:37][CH3:38])[cH:35][cH:36]2)[CH2:28][CH2:29]1>>[NH2:18][CH2:19][C:20](=[O:21])[NH:22][CH2:23][CH:24]1[CH2:25][CH2:26][N:27]([CH2:30][c:31]2[cH:32][cH:33][c:34]([S:37][CH3:38])[cH:35][cH:36]2)[CH2:28][CH2:29]1. Reactants: C(C(C)(C)C)(=O)NC=1N=C(C2=C(N1)N=CC(=C2)C#CC2=CC=C(C(=O)N[C@@H](CCC(=O)OCC)C(=O)OCC)C=C2)O (diethyl N-[4-(2-pivaloylamino-4-hydroxypyrido[2,3-d]pyrimidin-6-ylethynyl)benzoyl]-L-glutamate). The reagents and catalysts are [Pd] (palladium on charcoal). Solvent: FC(C(=O)O)(F)F (trifluoroacetic acid), C(Cl)Cl (methylene chloride). Run at time 24.5 hour. The product is C(C(C)(C)C)(=O)NC=1N=C(C2=C(N1)NCC(C2)CCC2=CC=C(C(=O)N[C@@H](CCC(=O)OCC)C(=O)OCC)C=C2)O (diethyl N-(4-[2-(2-pivaloylamino-4-hydroxy-5,6,7,8-tetrahydropyrido[2,3-d]pyrimidin-6-yl)ethyl]benzoyl)-L-glutamate). The yield is 100.3%. As a reaction SMILES: [C:1]([NH:7][C:8]1[N:9]=[C:10]([OH:42])[C:11]2[CH:17]=[C:16]([C:18]#[C:19][C:20]3[CH:41]=[CH:40][C:23]([C:24]([NH:26][C@H:27]([C:35]([O:37][CH2:38][CH3:39])=[O:36])[CH2:28][CH2:29][C:30]([O:32][CH2:33][CH3:34])=[O:31])=[O:25])=[CH:22][CH:21]=3)[CH:15]=[N:14][C:12]=2[N:13]=1)(=[O:6])[C:2]([CH3:5])([CH3:4])[CH3:3]>[Pd].FC(F)(F)C(O)=O.C(Cl)Cl>[C:1]([NH:7][C:8]1[N:9]=[C:10]([OH:42])[C:11]2[CH2:17][CH:16]([CH2:18][CH2:19][C:20]3[CH:41]=[CH:40][C:23]([C:24]([NH:26][C@H:27]([C:35]([O:37][CH2:38][CH3:39])=[O:36])[CH2:28][CH2:29][C:30]([O:32][CH2:33][CH3:34])=[O:31])=[O:25])=[CH:22][CH:21]=3)[CH2:15][NH:14][C:12]=2[N:13]=1)(=[O:6])[C:2]([CH3:3])([CH3:4])[CH3:5]. Procedure details: A mixture of 0.59 g of diethyl N-[4-(2-pivaloylamino-4-hydroxypyrido[2,3-d]pyrimidin-6-ylethynyl)benzoyl]-L-glutamate and 1.5 g of 59% palladium on charcoal in 30 ml of trifluoroacetic acid is hydrogenated at 53 psi at room temperature for 24.5 hours. The reaction mixture is diluted with methylene chloride and filtered through Celite. The solvent is removed under reduced pressure. The residue is redissolved in methylene chloride and extracted with a saturated sodium bicarbonate solution and drie... Reaction SMILES: [CH3:1][O:2][C:3]([C:5]1[S:22][C:8]2[CH:9]3[CH:13]([CH2:14][C:7]=2[CH:6]=1)[CH2:12][N:11](CC1C=CC=CC=1)[CH2:10]3)=[O:4].C([O-])([O-])=O.[K+].[K+].CC(Cl)OC(Cl)=O>ClCCCl>[CH3:1][O:2][C:3]([C:5]1[S:22][C:8]2[CH:9]3[CH:13]([CH2:14][C:7]=2[CH:6]=1)[CH2:12][NH:11][CH2:10]3)=[O:4] |f:1.2.3|. Reactants: COC(=O)C1=CC2=C(C3CN(CC3C2)CC2=CC=CC=C2)S1 (2-Benzyl-1,2,3,3a,7,7a-hexahydro-4-thia-2-aza-cyclopenta[α]pentalene-5-carboxylic acid methyl ester), C(=O)([O-])[O-].[K+].[K+] (K2CO3), CC(OC(=O)Cl)Cl (ACE-Cl). Product: COC(=O)C1=CC2=C(C3CNCC3C2)S1 (1,2,3,3a,7,7a-Hexahydro-4-thia-2-aza-cyclopenta[α]pentalene-5-carboxylic acid methyl ester), hydrochloride salt. Conditions: temperature 80 celsius, time 18 hour. Reported procedure: To a solution of the product from step b) (100 mg, 0.32 mmol) in DCE (1.6 ml) was added powdered K2CO3 (176 mg, 1.28 mmol) and ACE-Cl (183 mg, 1.28 mmol). The reaction mixture was heated to 80° C. and stirred for 18 hours. The reaction was cooled to room temperature, filtered, and concentrated in vacuo. The crude oil was dissolved in anhydrous MeOH (2.5 ml) and stirred at room temperature for 3 hours. The solvent was evaporated and the product triturated with anhydrous ether to give a white soli... Run in ClCCCl (DCE).